Dataset: the Open Reaction Database (ORD), a public repository of structured organic reaction records. Task: describe an organic reaction: reactants, conditions, products, and yield The reactants are C(C=C)OC1(CCN(CC1)C1=C(C(=NC=2N1N=C(C2)CI)C)[C@@H](C(=O)OCC)OC(C)(C)C)C ((S)-ethyl 2-(7-(4-(allyloxy)-4-methylpiperidin-1-yl)-2-(iodomethyl)-5-methylpyrazolo[1,5-a]pyrimidin-6-yl)-2-(tert-butoxy)acetate), [H-].[Na+] (NaH), C(CC=C)C=1C=C(C=CC1)CO ((3-(but-3-en-1-yl)phenyl)methanol). Run in CN(C)C=O (DMF). Conditions: temperature 0 celsius, time 3 hour. Product: C(C=C)OC1(CCN(CC1)C1=C(C(=NC=2N1N=C(C2)COCC2=CC(=CC=C2)CCC=C)C)[C@@H](C(=O)OCC)OC(C)(C)C)C ((S)-ethyl 2-(7-(4-(allyloxy)-4-methylpiperidin-1-yl)-2-(((3-(but-3-en-1-yl)benzyl)oxy)methyl)-5-methylpyrazolo[1,5-a]pyrimidin-6-yl)-2-(tert-butoxy)acetate). Yield: 32.7%. As a reaction SMILES: [CH2:1]([C:5]1[CH:6]=[C:7]([CH2:11][OH:12])[CH:8]=[CH:9][CH:10]=1)[CH2:2][CH:3]=[CH2:4].[CH2:13]([O:16][C:17]1([CH3:46])[CH2:22][CH2:21][N:20]([C:23]2[N:28]3[N:29]=[C:30]([CH2:32]I)[CH:31]=[C:27]3[N:26]=[C:25]([CH3:34])[C:24]=2[C@H:35]([O:41][C:42]([CH3:45])([CH3:44])[CH3:43])[C:36]([O:38][CH2:39][CH3:40])=[O:37])[CH2:19][CH2:18]1)[CH:14]=[CH2:15].[H-].[Na+]>CN(C=O)C>[CH2:13]([O:16][C:17]1([CH3:46])[CH2:18][CH2:19][N:20]([C:23]2[N:28]3[N:29]=[C:30]([CH2:32][O:12][CH2:11][C:7]4[CH:8]=[CH:9][CH:10]=[C:5]([CH2:1][CH2:2][CH:3]=[CH2:4])[CH:6]=4)[CH:31]=[C:27]3[N:26]=[C:25]([CH3:34])[C:24]=2[C@H:35]([O:41][C:42]([CH3:45])([CH3:44])[CH3:43])[C:36]([O:38][CH2:39][CH3:40])=[O:37])[CH2:21][CH2:22]1)[CH:14]=[CH2:15] |f:2.3|. Procedure details: To a mixture of (3-(but-3-en-1-yl)phenyl)methanol (40.2 mg, 0.248 mmol) in DMF (3 mL) at 0° C. was added (S)-ethyl 2-(7-(4-(allyloxy)-4-methylpiperidin-1-yl)-2-(iodomethyl)-5-methylpyrazolo[1,5-a]pyrimidin-6-yl)-2-(tert-butoxy)acetate (145 mg, 0.248 mmol) and NaH (9.92 mg, 0.248 mmol). The mixture was stirred at 0° C. for 3 h. It was then quenched with NH4Cl, extracted with EtOAc. The organic layer was dried over MgSO4, filtered and concentrated. The residue was purified by biotage, eluting with... Reactants: CCO, [N-]=[N+]=Nc1nc2cc(Cl)c(Cl)cc2n1C1CC(O)C(CO)O1. Yields the product Nc1nc2cc(Cl)c(Cl)cc2n1C1CC(O)C(CO)O1. Reaction SMILES: [CH3:23][CH2:24][OH:25].[N:1](=[N+:2]=[N-:3])[c:4]1[n:5][c:6]2[c:7]([n:8]1[CH:9]1[CH2:10][CH:11]([OH:12])[CH:13]([CH2:15][OH:16])[O:14]1)[cH:17][c:18]([Cl:22])[c:19]([Cl:21])[cH:20]2>>[NH2:1][c:4]1[n:5][c:6]2[c:7]([n:8]1[CH:9]1[CH2:10][CH:11]([OH:12])[CH:13]([CH2:15][OH:16])[O:14]1)[cH:17][c:18]([Cl:22])[c:19]([Cl:21])[cH:20]2. Starting materials: Oc1ccccc1Br, ClCc1ccccc1, CS(C)=O, [K+], [OH-], O. The product is Brc1ccccc1OCc1ccccc1. As a reaction SMILES: [Br:3][c:4]1[c:5]([OH:10])[cH:6][cH:7][cH:8][cH:9]1.[CH2:11]([c:12]1[cH:13][cH:14][cH:15][cH:16][cH:17]1)[Cl:18].[CH3:20][S:21]([CH3:22])=[O:23].[K+:2].[OH-:1].[OH2:19]>>[Br:3][c:4]1[c:5]([O:10][CH2:11][c:12]2[cH:13][cH:14][cH:15][cH:16][cH:17]2)[cH:6][cH:7][cH:8][cH:9]1.